From a dataset of the Open Reaction Database (ORD), a public repository of structured organic reaction records. describe an organic reaction: reactants, conditions, products, and yield Reactants: COCC1=CC=C(C=N1)OC=1C=C2C=C(NC2=C(C1)OC(C)C)C=1SC(CN1)CC(=O)O ({2-[5-{[6-(methoxymethyl)pyridin-3-yl]oxy}-7-(1-methylethoxy)-1H-indol-2-yl]-4,5-dihydro-1,3-thiazol-5-yl}acetic acid), Cl.C(C)N=C=NCCCN(C)C (1-ethyl-3-(3-dimethylaminopropyl)carbodiimide hydrochloride), ON1N=NC2=C1C=CC=C2 (1-hydroxybenzotriazole), C1(CC1)N (cyclopropylamine). Run in CN(C=O)C (N,N-dimethylformamide), O (Water). Conditions: time 15 hour. Yields the product C1(CC1)NC(CC1CN=C(S1)C=1NC2=C(C=C(C=C2C1)OC=1C=NC(=CC1)COC)OC(C)C)=O (N-Cyclopropyl-2-{2-[5-{[6-(methoxymethyl)pyridin-3-yl]oxy}-7-(1-methylethoxy)-1H-indol-2-yl]-4,5-dihydro-1,3-thiazol-5-yl}acetamide). Yield: 52.2%. Reaction SMILES: [CH3:1][O:2][CH2:3][C:4]1[N:9]=[CH:8][C:7]([O:10][C:11]2[CH:12]=[C:13]3[C:17](=[C:18]([O:20][CH:21]([CH3:23])[CH3:22])[CH:19]=2)[NH:16][C:15]([C:24]2[S:25][CH:26]([CH2:29][C:30]([OH:32])=O)[CH2:27][N:28]=2)=[CH:14]3)=[CH:6][CH:5]=1.Cl.C(N=C=N[CH2:39][CH2:40][CH2:41][N:42](C)C)C.ON1C2C=CC=CC=2N=N1.C1(N)CC1>O.CN(C)C=O>[CH:41]1([NH:42][C:30](=[O:32])[CH2:29][CH:26]2[S:25][C:24]([C:15]3[NH:16][C:17]4[C:13]([CH:14]=3)=[CH:12][C:11]([O:10][C:7]3[CH:8]=[N:9][C:4]([CH2:3][O:2][CH3:1])=[CH:5][CH:6]=3)=[CH:19][C:18]=4[O:20][CH:21]([CH3:23])[CH3:22])=[N:28][CH2:27]2)[CH2:39][CH2:40]1 |f:1.2|. Reported procedure: A mixture of {2-[5-{[6-(methoxymethyl)pyridin-3-yl]oxy}-7-(1-methylethoxy)-1H-indol-2-yl]-4,5-dihydro-1,3-thiazol-5-yl}acetic acid (300 mg), 1-ethyl-3-(3-dimethylaminopropyl)carbodiimide hydrochloride (190 mg), 1-hydroxybenzotriazole (130 mg), cyclopropylamine (75 mg) and N,N-dimethylformamide (3 mL) was stirred at room temperature for 15 h. Water was added to the mixture and the resultant was extracted with ethyl acetate. The organic layer was washed successively with saturated aqueous sodium h... Reactants: O=Cc1cccc(Br)n1, CC(=O)O[BH-](OC(C)=O)OC(C)=O, CCCNCCC, CC(=O)O, ClCCCl, [Na+]. Product: CCCN(CCC)Cc1cccc(Br)n1. As a reaction SMILES: [Br:8][c:9]1[cH:10][cH:11][cH:12][c:13]([CH:15]=[O:16])[n:14]1.[C:21]([O:22][BH-:23]([O:24][C:25](=[O:26])[CH3:27])[O:28][C:29](=[O:30])[CH3:31])(=[O:32])[CH3:33].[CH2:1]([CH2:2][CH3:3])[NH:4][CH2:5][CH2:6][CH3:7].[CH3:17][C:18](=[O:19])[OH:20].[Cl:35][CH2:36][CH2:37][Cl:38].[Na+:34]>>[CH2:1]([CH2:2][CH3:3])[N:4]([CH2:5][CH2:6][CH3:7])[CH2:15][c:13]1[cH:12][cH:11][cH:10][c:9]([Br:8])[n:14]1.